Task: describe an organic reaction: reactants, conditions, products, and yield. Dataset: the Open Reaction Database (ORD), a public repository of structured organic reaction records The reactants are O=C(O)Cc1cc(F)cc(F)c1, CNc1ccc(OC)cc1. Reagents/catalysts: [B-](F)(F)(F)F.CN(C)C(=[N+](C)C)ON1C=CC=CC1=O (TPTU), CCN(C(C)C)C(C)C (DIPEA), C1=CC=C2C(=C1)N=NN2O (HOBt). Run in CN(C)C=O (DMF), CN(C)C=O (DMF), CN(C)C=O (DMF), CN(C)C=O (DMF), CN(C)C=O (DMF), CN(C)C=O (DMF). Reaction conditions: temperature 25 celsius, time 2 hour. The product is COc1ccc(N(C)C(=O)Cc2cc(F)cc(F)c2)cc1. Isolated yield 45.0%. RXN SMILES: CNc1ccc(OC)cc1.O=C(O)Cc1cc(F)cc(F)c1.[B-](F)(F)(F)F.CN(C)C(=[N+](C)C)ON1C=CC=CC1=O.C1=CC=C2C(=C1)N=NN2O.CCN(C(C)C)C(C)C.CN(C)C=O>>COc1ccc(N(C)C(=O)Cc2cc(F)cc(F)c2)cc1. Reactants: C[Si](C)(C)C#CC1(CCOCC1)O (4-{(trimethylsilyl)ethynyl}tetrahydropyran-4-ol), solution, [F-].C(CCC)[N+](CCCC)(CCCC)CCCC (tetrabutyl ammonium fluoride), NH4OAc. The solvent is C1CCOC1 (THF), C1CCOC1 (THF), C(C)(=O)OCC (ethyl acetate). Conditions: time 2 hour. Product: C(#C)C1(CCOCC1)O (4-ethynyltetrahydropyran-4-ol). As a reaction SMILES: C[Si]([C:5]#[C:6][C:7]1([OH:13])[CH2:12][CH2:11][O:10][CH2:9][CH2:8]1)(C)C.[F-].C([N+](CCCC)(CCCC)CCCC)CCC>C1COCC1.C(OCC)(=O)C>[C:6]([C:7]1([OH:13])[CH2:12][CH2:11][O:10][CH2:9][CH2:8]1)#[CH:5] |f:1.2|. Procedure: To a solution of 4-{(trimethylsilyl)ethynyl}tetrahydropyran-4-ol (1.0 g, 5.04 mmol) in THF (SnL), a 1 M solution of tetrabutyl ammonium fluoride in THF (5.29 mL, 5.29 mmol) was added and the reaction was stirred 2 hours at room temperature. The reaction mixture was then poured into an aqueous 5% NH4OAc solution and diluted with ethyl acetate. The isolated organic layer was washed with brine, dried over MgSO4, filtered and concentrated. The crude residue obtained was used as such for the next ste... The reactants are C(C)OC(C(O)C1=CC=C(C=C1)Cl)=O ((4-Chlorophenyl)-hydroxy-acetic acid ethyl ester), COCCN(CCOC)S(F)(F)F ([bis(2-methoxyethyl)amino]sulfur trifluoride), C(=O)(O)[O-].[Na+] (NaHCO3). Run in C(Cl)Cl (DCM), C(Cl)Cl (DCM). Conditions: temperature -78 celsius, time 12 hour. Yields the product C(C)OC(C(F)C1=CC=C(C=C1)Cl)=O ((4-chlorophenyl)-fluoroacetic acid ethyl ester). The yield is 69.3%. Reaction SMILES: [CH2:1]([O:3][C:4](=[O:14])[CH:5]([C:7]1[CH:12]=[CH:11][C:10]([Cl:13])=[CH:9][CH:8]=1)O)[CH3:2].COCCN(S(F)(F)[F:25])CCOC.C([O-])(O)=O.[Na+]>C(Cl)Cl>[CH2:1]([O:3][C:4](=[O:14])[CH:5]([C:7]1[CH:12]=[CH:11][C:10]([Cl:13])=[CH:9][CH:8]=1)[F:25])[CH3:2] |f:2.3|. Procedure details: (4-Chlorophenyl)-hydroxy-acetic acid ethyl ester (10.0 g, 46.6 mmol) in DCM (35 mL) was cannulated into a solution of [bis(2-methoxyethyl)amino]sulfur trifluoride (9.45 mL, 51.3 mmol) in DCM (35 mL) cooled at −78° C. After being stirred for 12 hours and allowed to warm to ambient temperature, the mixture was poured into saturated aqueous NaHCO3. The mixture was extracted with DCM and the organic extracts were dried (MgSO4), filtered, and concentrated in vacuo. The crude material was chromatograp... Reactants: CC(C)(C)OC(=O)N1CCC(c2ccc(F)cc2)C(CO)C1, FC(F)(F)c1cc(CBr)cc(C(F)(F)F)c1, [H-], [Na+], CN(C)C=O. Product: CC(C)(C)OC(=O)N1CCC(c2ccc(F)cc2)C(COCc2cc(C(F)(F)F)cc(C(F)(F)F)c2)C1. As a reaction SMILES: [C:1]([CH3:2])([CH3:3])([CH3:4])[O:5][C:6](=[O:7])[N:8]1[CH2:9][CH:10]([CH2:21][OH:22])[CH:11]([c:14]2[cH:15][cH:16][c:17]([F:20])[cH:18][cH:19]2)[CH2:12][CH2:13]1.[F:25][C:26]([c:27]1[cH:28][c:29]([CH2:30][Br:31])[cH:32][c:33]([C:35]([F:36])([F:37])[F:38])[cH:34]1)([F:39])[F:40].[H-:23].[Na+:24].[O:41]=[CH:42][N:43]([CH3:44])[CH3:45]>>[C:1]([CH3:2])([CH3:3])([CH3:4])[O:5][C:6](=[O:7])[N:8]1[CH2:9][CH:10]([CH2:21][O:22][CH2:30][c:29]2[cH:28][c:27]([C:26]([F:25])([F:39])[F:40])[cH:34][c:33]([C:35]([F:36])([F:37])[F:38])[cH:32]2)[CH:11]([c:14]2[cH:15][cH:16][c:17]([F:20])[cH:18][cH:19]2)[CH2:12][CH2:13]1. Starting materials: CC(C)(C)OC(=O)N1C(=NC2=C1C=C(C=C2)C=2C=CC1=C(CN(CCO1)C(=O)OC(C)(C)C)C2)C (1,1-dimethylethyl 7-(1-{[(1,1-dimethylethyl)oxy]carbonyl}-2-methyl-1H-benzimidazol-6-yl)-2,3-dihydro-1,4-benzoxazepine-4(5H)-carboxylate), Cl (hydrogen chloride), C(C)OCC (ethyl ether). Run in CO (methanol), O1CCOCC1 (dioxane). The product is Cl.Cl.CC1=NC2=C(N1)C=C(C=C2)C=2C=CC1=C(CNCCO1)C2 (7-(2-methyl-1H-benzimidazol-6-yl)-2,3,4,5-tetrahydro-1,4-benzoxazepine dihydrochloride). Isolated yield 93.0%. RXN SMILES: CC(OC([N:8]1[C:12]2[CH:13]=[C:14]([C:17]3[CH:18]=[CH:19][C:20]4[O:26][CH2:25][CH2:24][N:23](C(OC(C)(C)C)=O)[CH2:22][C:21]=4[CH:34]=3)[CH:15]=[CH:16][C:11]=2[N:10]=[C:9]1[CH3:35])=O)(C)C.C(OCC)C.[ClH:41]>CO.O1CCOCC1>[ClH:41].[ClH:41].[CH3:35][C:9]1[NH:8][C:12]2[CH:13]=[C:14]([C:17]3[CH:18]=[CH:19][C:20]4[O:26][CH2:25][CH2:24][NH:23][CH2:22][C:21]=4[CH:34]=3)[CH:15]=[CH:16][C:11]=2[N:10]=1 |f:5.6.7|. Reported procedure: A solution of 1,1-dimethylethyl 7-(1-{[(1,1-dimethylethyl)oxy]carbonyl}-2-methyl-1H-benzimidazol-6-yl)-2,3-dihydro-1,4-benzoxazepine-4(5H)-carboxylate (13.1 g, 27 mmol) in a mixture of methanol (20 mL) and 4 N hydrogen chloride in dioxane (30 mL) was refluxed for 15 min. After cooling to room temperature ethyl ether (100 mL) was added, and the reaction mixture was concentrated. Another portion of ethyl ether (100 mL) was added, the precipitate was filtered off, washed several times with ethyl et... Reactants: BrCC1CC1, [H-], [Na+], CN(C)C=O, CC(C)(C)C(=O)Nc1cccc(CO)n1. Product: CC(C)(C)C(=O)Nc1cccc(COCC2CC2)n1. As a reaction SMILES: [Br:18][CH2:19][CH:20]1[CH2:21][CH2:22]1.[H-:16].[Na+:17].[O:23]=[CH:24][N:25]([CH3:26])[CH3:27].[OH:1][CH2:2][c:3]1[cH:4][cH:5][cH:6][c:7]([NH:9][C:10]([C:11]([CH3:12])([CH3:13])[CH3:14])=[O:15])[n:8]1>>[O:1]([CH2:2][c:3]1[cH:4][cH:5][cH:6][c:7]([NH:9][C:10]([C:11]([CH3:12])([CH3:13])[CH3:14])=[O:15])[n:8]1)[CH2:19][CH:20]1[CH2:21][CH2:22]1.